From a dataset of the Open Reaction Database (ORD), a public repository of structured organic reaction records. describe an organic reaction: reactants, conditions, products, and yield Starting materials: ClC1=CC=C(C=C2C(C(CCC2)C)=O)C=C1 (2-(4-Chlorobenzylidene)-6-methylcyclohexanone), CI (methyl iodide), C(C)(C)(CC)O (tert-amyl alcohol), [H-].[Na+] (sodium hydride). Solvent: O (water), C1(=CC=CC=C1)C (toluene). Run at temperature 45 celsius. Product: ClC1=CC=C(C=C2C(C(CCC2)(C)C)=O)C=C1 (2-(4-chlorobenzylidene)-6,6-dimethylcyclohexanone). RXN SMILES: [Cl:1][C:2]1[CH:16]=[CH:15][C:5]([CH:6]=[C:7]2[CH2:12][CH2:11][CH2:10][CH:9]([CH3:13])[C:8]2=[O:14])=[CH:4][CH:3]=1.CI.[C:19](O)(CC)(C)C.[H-].[Na+]>O.C1(C)C=CC=CC=1>[Cl:1][C:2]1[CH:3]=[CH:4][C:5]([CH:6]=[C:7]2[CH2:12][CH2:11][CH2:10][C:9]([CH3:19])([CH3:13])[C:8]2=[O:14])=[CH:15][CH:16]=1 |f:3.4|. Procedure details: 2-(4-Chlorobenzylidene)-6-methylcyclohexanone (7.0 g), prepared above, and then methyl iodide (5.1 g) are added successively to a reaction medium prepared from toluene (25 cc), tert-amyl alcohol (3.6 cc) and sodium hydride (1.35 g of 60% strength dispersion in oil) and heated to 45° C. The mixture is brought to reflux (1 h), poured into water and extracted with ethyl acetate. After drying and concentration, the residue is recrystallized in methanol to give 2-(4-chlorobenzylidene)-6,6-dimethylcyc... Starting materials: C=CC(=O)OC, CC(=O)[O-], C1COCCN1, C1CCCCC1, CC(=O)O, CCCCCCCCC=O, [Na+], O, O, O, O. Product: CCCCCCCC(C=O)CCC(=O)OC. As a reaction SMILES: [C:17]([CH:18]=[CH2:19])(=[O:20])[O:21][CH3:22].[C:26]([O-:27])(=[O:28])[CH3:29].[CH2:1]1[NH:2][CH2:3][CH2:4][O:5][CH2:6]1.[CH2:36]1[CH2:37][CH2:38][CH2:39][CH2:40][CH2:41]1.[CH3:32][C:33](=[O:34])[OH:35].[CH:7]([CH2:8][CH2:9][CH2:10][CH2:11][CH2:12][CH2:13][CH2:14][CH3:15])=[O:16].[Na+:30].[OH2:23].[OH2:24].[OH2:25].[OH2:31]>>[CH:7]([CH:8]([CH2:9][CH2:10][CH2:11][CH2:12][CH2:13][CH2:14][CH3:15])[CH2:19][CH2:18][C:17](=[O:20])[O:21][CH3:22])=[O:16]. Reactants: O=C([O-])[O-], [K+], [K+], CC(C)(C)OC(=O)N1CCC(c2n[nH]c3c(C(N)=O)cc(Br)cc23)CC1, C1COCCO1, O, c1ccc(P(c2ccccc2)(c2ccccc2)[Pd](P(c2ccccc2)(c2ccccc2)c2ccccc2)(P(c2ccccc2)(c2ccccc2)c2ccccc2)P(c2ccccc2)(c2ccccc2)c2ccccc2)cc1, OB(O)c1cccnc1. Product: CC(C)(C)OC(=O)N1CCC(c2n[nH]c3c(C(N)=O)cc(-c4cccnc4)cc23)CC1. As a reaction SMILES: [C:36](=[O:37])([O-:38])[O-:39].[K+:40].[K+:41].[NH2:1][C:2](=[O:3])[c:4]1[cH:5][c:6]([Br:26])[cH:7][c:8]2[c:9]([CH:13]3[CH2:14][CH2:15][N:16]([C:19](=[O:20])[O:21][C:22]([CH3:23])([CH3:24])[CH3:25])[CH2:17][CH2:18]3)[n:10][nH:11][c:12]12.[O:43]1[CH2:44][CH2:45][O:46][CH2:47][CH2:48]1.[OH2:42].[cH:49]1[cH:50][cH:51][c:52]([P:53]([Pd:54]([P:55]([c:56]2[cH:57][cH:58][cH:59][cH:60][cH:61]2)([c:62]2[cH:63][cH:64][cH:65][cH:66][cH:67]2)[c:68]2[cH:69][cH:70][cH:71][cH:72][cH:73]2)([P:74]([c:75]2[cH:76][cH:77][cH:78][cH:79][cH:80]2)([c:81]2[cH:82][cH:83][cH:84][cH:85][cH:86]2)[c:87]2[cH:88][cH:89][cH:90][cH:91][cH:92]2)[P:93]([c:94]2[cH:95][cH:96][cH:97][cH:98][cH:99]2)([c:100]2[cH:101][cH:102][cH:103][cH:104][cH:105]2)[c:106]2[cH:107][cH:108][cH:109][cH:110][cH:111]2)([c:112]2[cH:113][cH:114][cH:115][cH:116][cH:117]2)[c:118]2[cH:119][cH:120][cH:121][cH:122][cH:123]2)[cH:124][cH:125]1.[n:27]1[cH:28][c:29]([B:33]([OH:34])[OH:35])[cH:30][cH:31][cH:32]1>>[NH2:1][C:2](=[O:3])[c:4]1[cH:5][c:6](-[c:29]2[cH:28][n:27][cH:32][cH:31][cH:30]2)[cH:7][c:8]2[c:9]([CH:13]3[CH2:14][CH2:15][N:16]([C:19](=[O:20])[O:21][C:22]([CH3:23])([CH3:24])[CH3:25])[CH2:17][CH2:18]3)[n:10][nH:11][c:12]12. Reactants: Cl (hydrochloric acid), [H-].[Na+] (sodium hydride), SC=1C=C(C(=O)O)C=CC1 (3-mercapto-benzoic acid), ClC=1C=C(C#N)C=CN1 (2-chloro-isonicotinonitrile). Run in CN(C=O)C (dimethylformamide). Run at temperature 0 celsius, time 18 hour. Yields the product C(#N)C1=CC(=NC=C1)SC=1C=C(C(=O)O)C=CC1 (3-(4-cyano-pyridin-2-ylsulfanyl)-benzoic acid). Isolated yield 49.7%. RXN SMILES: [H-].[Na+].[SH:3][C:4]1[CH:5]=[C:6]([CH:10]=[CH:11][CH:12]=1)[C:7]([OH:9])=[O:8].Cl[C:14]1[CH:15]=[C:16]([CH:19]=[CH:20][N:21]=1)[C:17]#[N:18].Cl>CN(C)C=O>[C:17]([C:16]1[CH:19]=[CH:20][N:21]=[C:14]([S:3][C:4]2[CH:5]=[C:6]([CH:10]=[CH:11][CH:12]=2)[C:7]([OH:9])=[O:8])[CH:15]=1)#[N:18] |f:0.1|. Reported procedure: Add sodium hydride (60% dispersion in mineral oil, 635 mg, 15.88 mmol) to a solution of 3-mercapto-benzoic acid (1.11 g, 7.22 mmol) in dimethylformamide (50 mL) chilled to 0° C. and stir. After 10 minutes add 2-chloro-isonicotinonitrile (1.00 g, 7.22 mmol). Warm gradually to ambient temperature. After 18 hours, add 1N aqueous hydrochloric acid (200 mL). Filter the resulting precipitate, washing with water and hexanes to yield the title compound as a tan solid (920 mg, 50%): 1H NMR (DMSO-d6) δ 7.... RXN SMILES: [CH2:1]([O:3][C:4]([CH:6]1[CH2:11][CH2:10][CH:9]([CH2:12][C:13](O)=O)[CH2:8][CH2:7]1)=[O:5])[CH3:2].C(Cl)CCl.[CH:20]1[CH:25]=[N:24][C:23]2[N:26](O)N=[N:28][C:22]=2[CH:21]=1.C1(N)C=CC=CC=1N>CN(C=O)C.C1(C)C=CC=CC=1.C(O)(C(F)(F)F)=O>[CH2:1]([O:3][C:4]([CH:6]1[CH2:11][CH2:10][CH:9]([CH2:12][C:13]2[NH:28][C:22]3[C:23]([N:26]=2)=[N:24][CH:25]=[CH:20][CH:21]=3)[CH2:8][CH2:7]1)=[O:5])[CH3:2] |f:5.6|. The solvent is CN(C)C=O (DMF), C1(=CC=CC=C1)C.C(=O)(C(F)(F)F)O (toluene TFA). Yields the product C(C)OC(=O)C1CCC(CC1)CC=1NC=2C(=NC=CC2)N1 (4-(1H-imidazo[4,5-b]pyridin-2-ylmethyl)-cyclohexanecarboxylic acid ethyl ester). Procedure details: Compound AAA was prepared by the following procedure. To a solution of 4-carboxymethyl-cyclohexanecarboxylic acid ethyl ester (10.5 g, 49.0 mmol), EDC (9.4 g, 49.0 mmol) and HOAt (6.7 g, 49.0 mmol) in 80 mL anhydrous DMF was added phenylenediamine (5.3 g, 49.0 mmol) and the reaction mixture stirred for 1 h. The resulting reaction mixture was partitioned between saturated aqueous NaHCO3 and EtOAc and the organic portion washed 3× with water. The organic layer was dried with MgSO4 and concentrated... Conditions: temperature 90 celsius, time 1 hour. The reactants are C(C)OC(=O)C1CCC(CC1)CC(=O)O (4-carboxymethyl-cyclohexanecarboxylic acid ethyl ester), C(CCl)Cl (EDC), C1=CC2=C(N=C1)N(N=N2)O (HOAt), C1(=C(C=CC=C1)N)N (phenylenediamine), crude material.